Dataset: the Open Reaction Database (ORD), a public repository of structured organic reaction records. Task: describe an organic reaction: reactants, conditions, products, and yield Reactants: Cc1ccccc1, CC(=O)CC(O)CCSc1ccccc1C(F)(F)F, O=C(O)C(=O)O. The product is CC(=O)C=CCCSc1ccccc1C(F)(F)F. RXN SMILES: [CH3:26][c:27]1[cH:28][cH:29][cH:30][cH:31][cH:32]1.[OH:1][CH:2]([CH2:3][C:4]([CH3:5])=[O:6])[CH2:7][CH2:8][S:9][c:10]1[c:11]([C:16]([F:17])([F:18])[F:19])[cH:12][cH:13][cH:14][cH:15]1.[OH:20][C:21]([C:22](=[O:23])[OH:24])=[O:25]>>[CH:2](=[CH:3][C:4]([CH3:5])=[O:6])[CH2:7][CH2:8][S:9][c:10]1[c:11]([C:16]([F:17])([F:18])[F:19])[cH:12][cH:13][cH:14][cH:15]1.